From a dataset of the Open Reaction Database (ORD), a public repository of structured organic reaction records. describe an organic reaction: reactants, conditions, products, and yield Reactants: NC1=C(C=CC=C1)O (o-aminophenol), COC1OC(CC1)OC (2,5-dimethoxy-tetrahydrofurane). Solvent: C(C)(=O)O (acetic acid). The product is N1(C=CC=C1)C1=C(C=CC=C1)O (o-(pyrrol-1-yl)-phenol). RXN SMILES: [NH2:1][C:2]1[CH:7]=[CH:6][CH:5]=[CH:4][C:3]=1[OH:8].CO[CH:11]1[CH2:15][CH2:14][CH:13](OC)O1>C(O)(=O)C>[N:1]1([C:2]2[CH:7]=[CH:6][CH:5]=[CH:4][C:3]=2[OH:8])[CH:11]=[CH:15][CH:14]=[CH:13]1. Procedure details: 109 g of o-aminophenol and 132 g of 2,5-dimethoxy-tetrahydrofurane in 700 ml of glacial acetic acid are heated to the boil for 30 minutes. After cooling, the reaction mixture is filtered and the polymeric material is thus removed. The filtrate is evaporated in vacuo, the residue is dissolved in approx. 1 liter of ethyl acetate and the solution is washed with 200 ml of water. The dark oil which remains after drying and evaporating the organic phase is distilled in a bulb tube under a high vacuum.... Product: COc1ccc(-c2ccc3ncc4c(c3n2)n(-c2cn(C)nc2C)c(=O)n4C)cc1OC. Starting materials: COc1ccc(-c2ccc3ncc4[nH]c(=O)n(-c5cn(C)nc5C)c4c3n2)cc1OC, [H-], CI, [Na+], CN(C)C=O. Reaction SMILES: [CH3:1][O:2][c:3]1[cH:4][c:5](-[c:11]2[cH:12][cH:13][c:14]3[n:15][cH:16][c:17]4[c:18]([c:19]3[n:20]2)[n:21](-[c:25]2[c:26]([CH3:31])[n:27][n:28]([CH3:30])[cH:29]2)[c:22](=[O:24])[nH:23]4)[cH:6][cH:7][c:8]1[O:9][CH3:10].[H-:33].[I:34][CH3:35].[Na+:32].[O:36]=[CH:37][N:38]([CH3:39])[CH3:40]>>[CH3:1][O:2][c:3]1[cH:4][c:5](-[c:11]2[cH:12][cH:13][c:14]3[n:15][cH:16][c:17]4[c:18]([c:19]3[n:20]2)[n:21](-[c:25]2[c:26]([CH3:31])[n:27][n:28]([CH3:30])[cH:29]2)[c:22](=[O:24])[n:23]4[CH3:35])[cH:6][cH:7][c:8]1[O:9][CH3:10]. The reactants are CC(C)(C)[Si](C)(C)OC(CBr)c1ccc(OCc2ccccc2)c2[nH]c(=O)ccc12, CN, C1CCOC1. The product is CNCC(O[Si](C)(C)C(C)(C)C)c1ccc(OCc2ccccc2)c2[nH]c(=O)ccc12. As a reaction SMILES: [CH2:1]([c:2]1[cH:3][cH:4][cH:5][cH:6][cH:7]1)[O:8][c:9]1[cH:10][cH:11][c:12]([CH:20]([CH2:21][Br:22])[O:23][Si:24]([CH3:25])([CH3:26])[C:27]([CH3:28])([CH3:29])[CH3:30])[c:13]2[cH:14][cH:15][c:16](=[O:19])[nH:17][c:18]12.[CH3:36][NH2:37].[O:31]1[CH2:32][CH2:33][CH2:34][CH2:35]1>>[CH2:1]([c:2]1[cH:3][cH:4][cH:5][cH:6][cH:7]1)[O:8][c:9]1[cH:10][cH:11][c:12]([CH:20]([CH2:21][NH:37][CH3:36])[O:23][Si:24]([CH3:25])([CH3:26])[C:27]([CH3:28])([CH3:29])[CH3:30])[c:13]2[cH:14][cH:15][c:16](=[O:19])[nH:17][c:18]12.